From a dataset of the Open Reaction Database (ORD), a public repository of structured organic reaction records. describe an organic reaction: reactants, conditions, products, and yield Reactants: C, CCN(CC)CCCN(C)C(=O)Nc1cc(Oc2ccc([N+](=O)[O-])cc2F)ncn1, [H][H], C1CCOC1, [Pd]. Product: CCN(CC)CCCN(C)C(=O)Nc1cc(Oc2ccc(N)cc2F)ncn1. RXN SMILES: [C:38].[F:1][c:2]1[c:3]([O:4][c:5]2[cH:6][c:7]([NH:11][C:12]([N:13]([CH3:14])[CH2:15][CH2:16][CH2:17][N:18]([CH2:19][CH3:20])[CH2:21][CH3:22])=[O:23])[n:8][cH:9][n:10]2)[cH:24][cH:25][c:26]([N+:28]([O-:29])=[O:30])[cH:27]1.[H:31][H:32].[O:33]1[CH2:34][CH2:35][CH2:36][CH2:37]1.[Pd:39]>>[F:1][c:2]1[c:3]([O:4][c:5]2[cH:6][c:7]([NH:11][C:12]([N:13]([CH3:14])[CH2:15][CH2:16][CH2:17][N:18]([CH2:19][CH3:20])[CH2:21][CH3:22])=[O:23])[n:8][cH:9][n:10]2)[cH:24][cH:25][c:26]([NH2:28])[cH:27]1. The reactants are FC(C(=O)OCC)(F)F (Ethyl trifluoroacetate), C[O-].[Na+] (sodium methoxide), O1CCC(C2=CC=CC=C12)=O (4-chromanone). The solvent is CCOCC (ether), CCOCC (ether). Conditions: time 18.3 hour. Product: FC(C(=O)C1COC2=CC=CC=C2C1=O)(F)F (3-(trifluoroacetyl)-4-chromanone). Yield: 64.6%. As a reaction SMILES: [F:1][C:2]([F:9])([F:8])[C:3]([O:5]CC)=O.C[O-].[Na+].[O:13]1[C:22]2[C:17](=[CH:18][CH:19]=[CH:20][CH:21]=2)[C:16](=[O:23])[CH2:15][CH2:14]1>CCOCC>[F:9][C:2]([F:1])([F:8])[C:3]([CH:15]1[C:16](=[O:23])[C:17]2[C:22](=[CH:21][CH:20]=[CH:19][CH:18]=2)[O:13][CH2:14]1)=[O:5] |f:1.2|. Reported procedure: Ethyl trifluoroacetate (9.78 g, 68 mmol) was placed in a 250 mL round bottom flask, and dissolved in ether (50 mL). To the stirred solution was added 25% sodium methoxide (15.11 g, 70 mmol), followed by 4-chromanone (10.07 g, 68 mmol) dissolved in ether (25 mL). The reaction was stirred at room temperature overnight (18.3 hours), poured into a separatory funnel and washed with 3N hydrochloric acid (20 mL) and with brine (20 mL), dried over MgSO4, concentrated in vacuo, and recrystallized from et... The reactants are Br, Cc1ccc(S(=O)(=O)N2Cc3csc(C)c3C2)cc1, CC(=O)O, Oc1ccccc1. Product: Br, Cc1scc2c1CNC2. As a reaction SMILES: [BrH:27].[CH3:1][c:2]1[s:3][cH:4][c:5]2[c:6]1[CH2:7][N:8]([S:10]([c:11]1[cH:12][cH:13][c:14]([CH3:15])[cH:16][cH:17]1)(=[O:18])=[O:19])[CH2:9]2.[CH3:28][C:29](=[O:30])[OH:31].[OH:20][c:21]1[cH:22][cH:23][cH:24][cH:25][cH:26]1>>[BrH:27].[CH3:1][c:2]1[s:3][cH:4][c:5]2[c:6]1[CH2:7][NH:8][CH2:9]2. The reactants are OCC=1C(=NC(=NC1)SC)CC (5-hydroxymethyl-4-ethyl-2-methylthiopyrimidine), [Si](C)(C)(C(C)(C)C)Cl (t-butyldimethylsilylchloride), N1C=NC=C1 (imidazole). Solvent: CN(C)C=O (DMF). Product: O([Si](C)(C)C(C)(C)C)CC=1C(=NC(=NC1)SC)CC (5-t-butyldimethylsiloxymethyl-4-ethyl-2-methylthiopyrimidine). The yield is 94.0%. RXN SMILES: [OH:1][CH2:2][C:3]1[C:4]([CH2:11][CH3:12])=[N:5][C:6]([S:9][CH3:10])=[N:7][CH:8]=1.[Si:13](Cl)([C:16]([CH3:19])([CH3:18])[CH3:17])([CH3:15])[CH3:14].N1C=CN=C1>CN(C=O)C>[O:1]([CH2:2][C:3]1[C:4]([CH2:11][CH3:12])=[N:5][C:6]([S:9][CH3:10])=[N:7][CH:8]=1)[Si:13]([C:16]([CH3:19])([CH3:18])[CH3:17])([CH3:15])[CH3:14]. Procedure: A solution of 5-hydroxymethyl-4-ethyl-2-methylthiopyrimidine (0.50 g, 2.72 mmol), t-butyldimethylsilylchloride (0.49 g, 3.26 mmol), and imidazole (0.20 g, 2.99 mmol) in DMF (5 mL) was stirred overnight and concentrated to give of 5-t-butyldimethylsiloxymethyl-4-ethyl-2-methylthiopyrimidine in a 94% yield (0.76 g); GC/MS calcd for C14H26N2OSSi (M+) 299, found 299. The title compound was then prepared by (a) oxidation of 5-t-butyldimethylsiloxymethyl-4-ethyl-2-methylthiopyrimidine (0.30 g, 1.0 mmo... The reactants are C(C)(C)(C)OC(=O)N(C(=O)OC(C)(C)C)CC1=CC(=CC=C1)C1CCN(CC1)C(C1=CC(=CC=C1)C#CC1=CC=CC=C1)=O (N,N-Bis-(tert-butoxycarbonyl)-3-[1-(3-phenylethynyl-benzoyl)-piperidin-4-yl]-benzylamine), Cl (hydrogen chloride). The solvent is CO (methanol). Conditions: time 4 hour. The product is Cl.C1(=CC=CC=C1)C#CC=1C=C(C(=O)N2CCC(CC2)C=2C=C(CN)C=CC2)C=CC1 (3-[1-(3-phenylethynyl-benzoyl)-piperidin-4-yl]-benzylamine hydrochloride), solid. Reaction SMILES: C(OC([N:8]([CH2:16][C:17]1[CH:22]=[CH:21][CH:20]=[C:19]([CH:23]2[CH2:28][CH2:27][N:26]([C:29](=[O:44])[C:30]3[CH:35]=[CH:34][CH:33]=[C:32]([C:36]#[C:37][C:38]4[CH:43]=[CH:42][CH:41]=[CH:40][CH:39]=4)[CH:31]=3)[CH2:25][CH2:24]2)[CH:18]=1)C(OC(C)(C)C)=O)=O)(C)(C)C.[ClH:45]>CO>[ClH:45].[C:38]1([C:37]#[C:36][C:32]2[CH:31]=[C:30]([CH:35]=[CH:34][CH:33]=2)[C:29]([N:26]2[CH2:25][CH2:24][CH:23]([C:19]3[CH:18]=[C:17]([CH:22]=[CH:21][CH:20]=3)[CH2:16][NH2:8])[CH2:28][CH2:27]2)=[O:44])[CH:39]=[CH:40][CH:41]=[CH:42][CH:43]=1 |f:3.4|. Procedure: A solution of N,N-Bis-(tert-butoxycarbonyl)-3-[1-(3-phenylethynyl-benzoyl)-piperidin-4-yl]-benzylamine (100 mg, 0.17 mmol) in methanol (10 ml), cooled to 0° C., was saturated with hydrogen chloride gas. The mixture was stirred at ambient temperature for 4 hours then concentrated to dryness under vacuum. The residue was triturated with a mixture of dichloromethane and diethyl ether to give 3-[1-(3-phenylethynyl-benzoyl)-piperidin-4-yl]-benzylamine hydrochloride as a white amorphous solid (46 mg).... The reactants are C(C1=CC=CC=C1)OCCCP(OCCCC)(=O)COS(=O)(=O)C1=CC=C(C=C1)Cl (3-benzyloxypropyl-(4-chlorobenzenesulfonyloxymethyl)phosphinic acid, n-butyl ester), OC1=CC=C(C=C1)CCNC(OC(C)(C)C)=O (2-(4-hydroxyphenyl)ethylcarbamic acid, t-butyl ester). Product: C(C)(C)(C)OC(=O)NCCC1=CC=C(OCP(OCCCC)(=O)CCCOCC2=CC=CC=C2)C=C1 (4-(2-t-Butoxycarbonylaminoethyl)phenoxymethyl-(3-benzyloxypropyl)phosphinic acid, n-butyl ester). RXN SMILES: [CH2:1]([O:8][CH2:9][CH2:10][CH2:11][P:12]([CH2:19][O:20]S(C1C=CC(Cl)=CC=1)(=O)=O)(=[O:18])[O:13][CH2:14][CH2:15][CH2:16][CH3:17])[C:2]1[CH:7]=[CH:6][CH:5]=[CH:4][CH:3]=1.O[C:32]1[CH:37]=[CH:36][C:35]([CH2:38][CH2:39][NH:40][C:41](=[O:47])[O:42][C:43]([CH3:46])([CH3:45])[CH3:44])=[CH:34][CH:33]=1>>[C:43]([O:42][C:41]([NH:40][CH2:39][CH2:38][C:35]1[CH:34]=[CH:33][C:32]([O:20][CH2:19][P:12]([CH2:11][CH2:10][CH2:9][O:8][CH2:1][C:2]2[CH:3]=[CH:4][CH:5]=[CH:6][CH:7]=2)(=[O:18])[O:13][CH2:14][CH2:15][CH2:16][CH3:17])=[CH:37][CH:36]=1)=[O:47])([CH3:46])([CH3:44])[CH3:45]. Reported procedure: The title compound was prepared from 3-benzyloxypropyl-(4-chlorobenzenesulfonyloxymethyl)phosphinic acid, n-butyl ester and 2-(4-hydroxyphenyl)ethylcarbamic acid, t-butyl ester according to the procedure described in Procedure 24. The crude product was purified by chromatography, eluting with dichloromethane containing 3% methanol, to give an oil. Starting materials: O=S(=O)(Cl)c1ccccc1C(F)(F)F, CCOC(=O)c1cc2cccc(N)c2[nH]1, c1ccncc1. The product is CCOC(=O)c1cc2cccc(NS(=O)(=O)c3ccccc3C(F)(F)F)c2[nH]1. RXN SMILES: [F:16][C:17]([c:18]1[c:19]([S:24](=[O:25])(=[O:26])[Cl:27])[cH:20][cH:21][cH:22][cH:23]1)([F:28])[F:29].[NH2:1][c:2]1[cH:3][cH:4][cH:5][c:6]2[cH:7][c:8]([C:11](=[O:12])[O:13][CH2:14][CH3:15])[nH:9][c:10]12.[cH:30]1[cH:31][cH:32][n:33][cH:34][cH:35]1>>[NH:1]([c:2]1[cH:3][cH:4][cH:5][c:6]2[cH:7][c:8]([C:11](=[O:12])[O:13][CH2:14][CH3:15])[nH:9][c:10]12)[S:24]([c:19]1[c:18]([C:17]([F:16])([F:28])[F:29])[cH:23][cH:22][cH:21][cH:20]1)(=[O:25])=[O:26].